This data is from the Open Reaction Database (ORD), a public repository of structured organic reaction records. The task is: describe an organic reaction: reactants, conditions, products, and yield Reactants: COC(C1=C(C=CC(=C1)CN1CCC(CC1)C1=CNC2=CC=CC=C12)OC)=O (5-[4-(1H-indol-3-yl)-piperidin-1-ylmethyl]-2-methoxy-benzoic acid methyl ester), Cl.ClCC=1C=NC=CC1 (3-chloromethyl-pyridine hydrochloride). The product is COC1=C(C(=O)O)C=C(C=C1)CN1CCC(CC1)C1=CN(C2=CC=CC=C12)CC=1C=NC=CC1 (2-methoxy-5-[4-(1-pyridin-3-ylmethyl-1H-indol-3-yl)-piperidin-1-ylmethyl]-benzoic acid). Reaction SMILES: C[O:2][C:3](=[O:28])[C:4]1[CH:9]=[C:8]([CH2:10][N:11]2[CH2:16][CH2:15][CH:14]([C:17]3[C:25]4[C:20](=[CH:21][CH:22]=[CH:23][CH:24]=4)[NH:19][CH:18]=3)[CH2:13][CH2:12]2)[CH:7]=[CH:6][C:5]=1[O:26][CH3:27].Cl.Cl[CH2:31][C:32]1[CH:33]=[N:34][CH:35]=[CH:36][CH:37]=1>>[CH3:27][O:26][C:5]1[CH:6]=[CH:7][C:8]([CH2:10][N:11]2[CH2:16][CH2:15][CH:14]([C:17]3[C:25]4[C:20](=[CH:21][CH:22]=[CH:23][CH:24]=4)[N:19]([CH2:31][C:32]4[CH:33]=[N:34][CH:35]=[CH:36][CH:37]=4)[CH:18]=3)[CH2:13][CH2:12]2)=[CH:9][C:4]=1[C:3]([OH:2])=[O:28] |f:1.2|. Procedure: This compound was prepared following the procedure described in example 1 (part E) starting with 0.054 g (0.13 mmol) of 5-[4-(1H-indol-3-yl)-piperidin-1-ylmethyl]-2-methoxy-benzoic acid methyl ester and 0.029 mg (0.16 mmol) of 3-chloromethyl-pyridine hydrochloride. After the described purification, 0.007 g (11% of yield) of the expected acid was obtained. The reactants are NC1=C2C(=NC=3CCN(CC13)C(=O)OC(C)(C)C)C=CC=C2 (10-Amino-2-t-butoxycarbonyl-1,2,3,4-tetrahydro-benzo[b][1,6]-naphthyridine), N1=CC=CC=C1 (pyridine), C(C)(=O)OC(C)=O (Acetic anhydride). Run in O (water). Product: C(C)(C)(C)OC(=O)N1CC=2C(=C3C(=NC2CC1)C=CC=C3)NC(C)=O (2-t-butoxycarbonyl-10-acetylamino-1,2,3,4-tetrahydro-benzo[b][1,6]-naphthyridine). The yield is 56.8%. As a reaction SMILES: [NH2:1][C:2]1[C:11]2[CH2:10][N:9]([C:12]([O:14][C:15]([CH3:18])([CH3:17])[CH3:16])=[O:13])[CH2:8][CH2:7][C:6]=2[N:5]=[C:4]2[CH:19]=[CH:20][CH:21]=[CH:22][C:3]=12.N1C=CC=CC=1.[C:29](OC(=O)C)(=[O:31])[CH3:30]>O>[C:15]([O:14][C:12]([N:9]1[CH2:8][CH2:7][C:6]2[N:5]=[C:4]3[CH:19]=[CH:20][CH:21]=[CH:22][C:3]3=[C:2]([NH:1][C:29](=[O:31])[CH3:30])[C:11]=2[CH2:10]1)=[O:13])([CH3:17])([CH3:18])[CH3:16]. Procedure details: 10-Amino-2-t-butoxycarbonyl-1,2,3,4-tetrahydro-benzo[b][1,6]-naphthyridine (0.77 g, 2.59 mmol) was added to pyridine (1.0 g, 12.7 mmol). Acetic anhydride (0.53 g, 5.18 mmol) was added to the mixture, followed by refluxing for 7.5 hours. Then, water was added thereto and the resulting mixture was extracted with chloroform. The chloroform layer was dried over anhydrous sodium sulfate and the solvent was distilled off under reduced pressure. The resulting residue was purified by a silica gel column... Reactants: MgCl2-6H2O, [Na+].[Cl-] (NaCl), MgCl2H2O, O=C[C@H](O)[C@@H](O)[C@H](O)[C@H](O)CO (Dextrose), [Cl-].[K+] (KCl), NaH2PO4, C(=O)(O)[O-].[Na+] (NaHCO3). The product is C([C@@H]1[C@H]([C@@H]([C@H]([C@H](O1)O[C@]2([C@H]([C@@H]([C@H](O2)CO)O)O)CO)O)O)O)O (Sucrose). As a reaction SMILES: [Na+].[Cl-].[Cl-].[K+].[C:5]([O-:8])([OH:7])=O.[Na+].[O:10]=[CH:11][C@@H:12]([C@H:14]([C@@H:16]([C@@H:18]([CH2:20][OH:21])[OH:19])[OH:17])[OH:15])O>>[CH2:11]([OH:10])[C@H:12]1[O:7][C@H:5]([O:8][C@:12]2([CH2:11][OH:10])[O:19][C@H:18]([CH2:20][OH:21])[C@@H:16]([OH:17])[C@@H:14]2[OH:15])[C@H:18]([OH:19])[C@@H:16]([OH:17])[C@@H:14]1[OH:15] |f:0.1,2.3,4.5|. Procedure: The Ringer solution contained: 124 mM NaCl, 3 mM KCl, 1.3 mM NaH2PO4. 2 mM MgCl2H2O, 2 mM MgCl2-6H2O, 26 mM NaHCO3, and 10 mM Dextrose. The pH was adjusted to 7-7.5 using bubbled 95% O2-5% CO2. This Ringer solution was used for storing nerves and for filling the two stimulating pools (500 ul) and the recording “intracellular” pool. Starting materials: CCC1CN(C(=O)OC(C)(C)C)CCN1c1ccc(C(O)(C(F)(F)F)C(F)(F)F)cc1, ClCCl, Cl. Product: CCC1CNCCN1c1ccc(C(O)(C(F)(F)F)C(F)(F)F)cc1, Cl. Reaction SMILES: [CH2:2]([CH3:3])[CH:4]1[CH2:5][N:6]([C:26]([O:27][C:28]([CH3:29])([CH3:30])[CH3:31])=[O:32])[CH2:7][CH2:8][N:9]1[c:10]1[cH:11][cH:12][c:13]([C:16]([C:17]([F:18])([F:19])[F:20])([C:21]([F:22])([F:23])[F:24])[OH:25])[cH:14][cH:15]1.[Cl:33][CH2:34][Cl:35].[ClH:1]>>[CH2:2]([CH3:3])[CH:4]1[CH2:5][NH:6][CH2:7][CH2:8][N:9]1[c:10]1[cH:11][cH:12][c:13]([C:16]([C:17]([F:18])([F:19])[F:20])([C:21]([F:22])([F:23])[F:24])[OH:25])[cH:14][cH:15]1.[ClH:1]. The reactants are OC1=CC2=C(C(C(O2)=CC2=CC=3OCOC3C=C2)=O)C=C1 (6-hydroxy-2-piperonylidene-3(2H)-benzofuranone), C([O-])([O-])=O.[K+].[K+] (potassium carbonate), CN(C=O)C (dimethylformamide), C(CCCCC)I (n-hexyl iodide). Run in C(C)(=O)OCC (ethyl acetate). Product: C(CCCCC)OC1=CC2=C(C(C(O2)=CC2=CC=3OCOC3C=C2)=O)C=C1 (6-hexyloxy-2-piperonylidene-3(2H)-benzofuranone). As a reaction SMILES: [OH:1][C:2]1[CH:21]=[CH:20][C:5]2[C:6](=[O:19])[C:7](=[CH:9][C:10]3[CH:18]=[CH:17][C:16]4[O:15][CH2:14][O:13][C:12]=4[CH:11]=3)[O:8][C:4]=2[CH:3]=1.C(=O)([O-])[O-].[K+].[K+].CN(C)C=O.[CH2:33](I)[CH2:34][CH2:35][CH2:36][CH2:37][CH3:38]>C(OCC)(=O)C>[CH2:33]([O:1][C:2]1[CH:21]=[CH:20][C:5]2[C:6](=[O:19])[C:7](=[CH:9][C:10]3[CH:18]=[CH:17][C:16]4[O:15][CH2:14][O:13][C:12]=4[CH:11]=3)[O:8][C:4]=2[CH:3]=1)[CH2:34][CH2:35][CH2:36][CH2:37][CH3:38] |f:1.2.3|. Procedure: After 6-hydroxy-2-piperonylidene-3(2H)-benzofuranone 1 g and potassium carbonate 1.95 g were added to dimethylformamide 10 ml, n-hexyl iodide 0.89 ml was added, and the mixture was reacted at a temperature of 100° C. for two hours. After the solution was cooled to room temperature, ethyl acetate 200 ml was added. The ethyl acetate solution was washed with water 100 ml twice and a saturated sodium chloride solution 50 ml twice. The ethyl acetate solution was dehydrated with anhydrous magnesium su... Starting materials: Oc1ccc(OCCNCc2ccccc2)cc1, CC(C)O, c1ccc(OCC2CO2)cc1. Product: Oc1ccc(OCCN(Cc2ccccc2)CC(O)COc2ccccc2)cc1. As a reaction SMILES: [CH2:1]([c:2]1[cH:3][cH:4][cH:5][cH:6][cH:7]1)[NH:8][CH2:9][CH2:10][O:11][c:12]1[cH:13][cH:14][c:15]([OH:18])[cH:16][cH:17]1.[CH3:30][CH:31]([OH:32])[CH3:33].[O:19]1[CH2:20][CH:21]1[CH2:22][O:23][c:24]1[cH:25][cH:26][cH:27][cH:28][cH:29]1>>[CH2:1]([c:2]1[cH:3][cH:4][cH:5][cH:6][cH:7]1)[N:8]([CH2:9][CH2:10][O:11][c:12]1[cH:13][cH:14][c:15]([OH:18])[cH:16][cH:17]1)[CH2:20][CH:21]([OH:19])[CH2:22][O:23][c:24]1[cH:25][cH:26][cH:27][cH:28][cH:29]1.